The task is: describe an organic reaction: reactants, conditions, products, and yield. This data is from the Open Reaction Database (ORD), a public repository of structured organic reaction records. Reactants: NC1=CC(=C(C(=O)NCC2CN(CCO2)CC2=CC=CC=C2)C=C1Cl)OC (4-amino-N-[(4-benzyl-2-morpholinyl)methyl]-5-chloro-2-methoxybenzamide), C(C)O (ethanol). The reagents and catalysts are [Pd] (palladium on carbon). Solvent: C(C)(=O)O (acetic acid). Yields the product NC1=CC(=C(C(=O)NCC2CNCCO2)C=C1Cl)OC (4-amino-5-chloro-2-methoxy-N-(2-morpholinylmethyl)benzamide). Isolated yield 98.8%. Reaction SMILES: [NH2:1][C:2]1[C:24]([Cl:25])=[CH:23][C:5]([C:6]([NH:8][CH2:9][CH:10]2[O:15][CH2:14][CH2:13][N:12](CC3C=CC=CC=3)[CH2:11]2)=[O:7])=[C:4]([O:26][CH3:27])[CH:3]=1.C(O)C>[Pd].C(O)(=O)C>[NH2:1][C:2]1[C:24]([Cl:25])=[CH:23][C:5]([C:6]([NH:8][CH2:9][CH:10]2[O:15][CH2:14][CH2:13][NH:12][CH2:11]2)=[O:7])=[C:4]([O:26][CH3:27])[CH:3]=1. Procedure details: A mixture of 4-amino-N-[(4-benzyl-2-morpholinyl)methyl]-5-chloro-2-methoxybenzamide (5.0 g), ethanol (100 ml), and acetic acid (20 ml) is hydrogenated over 10% palladium on carbon (0.5 g) at 25° C. After the calculated amount of hydrogen is absorbed, the catalyst is filtered off. The filtrate is evaporated under reduced pressure to give the title compound (3.8 g). Starting materials: C1CN2CCOCC2CN1, CCN(C(C)C)C(C)C, Cc1nc(Cl)c(F)c(Cl)n1, ClCCl, Cl, Cl. Product: Cc1nc(Cl)c(F)c(N2CCN3CCOCC3C2)n1. Reaction SMILES: [CH2:3]1[O:4][CH2:5][CH2:6][N:7]2[CH:8]1[CH2:9][NH:10][CH2:11][CH2:12]2.[CH:23]([N:24]([CH2:25][CH3:26])[CH:27]([CH3:28])[CH3:29])([CH3:30])[CH3:31].[Cl:13][c:14]1[n:15][c:16]([CH3:22])[n:17][c:18]([Cl:21])[c:19]1[F:20].[Cl:32][CH2:33][Cl:34].[ClH:1].[ClH:2]>>[CH2:3]1[O:4][CH2:5][CH2:6][N:7]2[CH:8]1[CH2:9][N:10]([c:18]1[n:17][c:16]([CH3:22])[n:15][c:14]([Cl:13])[c:19]1[F:20])[CH2:11][CH2:12]2. The reactants are ClC1=NC(=CC(=N1)C(=C)OCC)COCC(F)(F)F (2-chloro-4-(1-ethoxyvinyl)-6-((2,2,2-trifluoroethoxy)methyl)pyrimidine), COC=1C=C(N)C=CC1N1C=NC(=C1)C (3-methoxy-4-(4-methyl-1H-imidazol-1-yl)aniline), C([O-])([O-])=O.[Cs+].[Cs+] (cesium carbonate), C1(CCCCC1)P(C1=C(C=CC=C1)C1=CC=CC=C1)C1CCCCC1 (2-(dicyclohexylphosphino)biphenyl). The reagents and catalysts are C(C)(=O)[O-].[Pd+2].C(C)(=O)[O-] (palladium(II) acetate). The solvent is O1CCOCC1 (dioxane). Reaction conditions: temperature 120 celsius. Product: C(C)OC(=C)C1=NC(=NC(=C1)COCC(F)(F)F)NC1=CC(=C(C=C1)N1C=NC(=C1)C)OC (4-(1-Ethoxyvinyl)-N-(3-methoxy-4-(4-methyl-1H-imidazol-1-yl)phenyl)-6-((2,2,2-trifluoroethoxy)methyl)pyrimidin-2-amine). As a reaction SMILES: Cl[C:2]1[N:7]=[C:6]([C:8]([O:10][CH2:11][CH3:12])=[CH2:9])[CH:5]=[C:4]([CH2:13][O:14][CH2:15][C:16]([F:19])([F:18])[F:17])[N:3]=1.[CH3:20][O:21][C:22]1[CH:23]=[C:24]([CH:26]=[CH:27][C:28]=1[N:29]1[CH:33]=[C:32]([CH3:34])[N:31]=[CH:30]1)[NH2:25].C(=O)([O-])[O-].[Cs+].[Cs+].C1(P(C2CCCCC2)C2C=CC=CC=2C2C=CC=CC=2)CCCCC1>C([O-])(=O)C.[Pd+2].C([O-])(=O)C.O1CCOCC1>[CH2:11]([O:10][C:8]([C:6]1[CH:5]=[C:4]([CH2:13][O:14][CH2:15][C:16]([F:19])([F:18])[F:17])[N:3]=[C:2]([NH:25][C:24]2[CH:26]=[CH:27][C:28]([N:29]3[CH:33]=[C:32]([CH3:34])[N:31]=[CH:30]3)=[C:22]([O:21][CH3:20])[CH:23]=2)[N:7]=1)=[CH2:9])[CH3:12] |f:2.3.4,6.7.8|. Reported procedure: A vial containing 2-chloro-4-(1-ethoxyvinyl)-6-((2,2,2-trifluoroethoxy)methyl)pyrimidine (0.29 g, 0.98 mmol), 3-methoxy-4-(4-methyl-1H-imidazol-1-yl)aniline (0.397 g, 1.96 mmol), cesium carbonate (0.637 g, 1.96 mmol), palladium(II) acetate (0.033 g, 0.15 mmol), 2-(dicyclohexylphosphino)biphenyl (0.051 g, 0.15 mmol) and dioxane (14 mL) was capped, evacuated and flushed with nitrogen. The mixture was heated by microwave irradiation at 120° C. for 1.5 h. The volatiles were removed in vacuum and the... Starting materials: C(CCC)[Li] (n-Butyllithium), C(C)(C)C1(C(N=C(N1)C1=NC2=CC=CC=C2C=C1)=O)C (5-isopropyl-5-methyl-2-(2-quinolyl)-2-imidazolin-4-one), CN(CCN(C)C)C (tetramethylethylenediamine), CN(C)C=O (DMF). Solvent: CCCCCC (hexane), C(C)(=O)O (acetic acid), C(C)O (ethanol), O (water), CCOCC (ether). Conditions: temperature -63 celsius, time 8 hour. Product: C(C)(C)C1(C(N=C(N1)C1=NC2=CC=CC=C2C=C1C=O)=O)C (2-(5-isopropyl-5-methyl-4-oxo-2-imidazolin-2-yl)-3-quinolinecarboxaldehyde). The yield is 78.0%. Reaction SMILES: [CH:1]([C:4]1([CH3:20])[NH:8][C:7]([C:9]2[CH:18]=[CH:17][C:16]3[C:11](=[CH:12][CH:13]=[CH:14][CH:15]=3)[N:10]=2)=[N:6][C:5]1=[O:19])([CH3:3])[CH3:2].CN(C)CCN(C)C.C([Li])CCC.CN([CH:37]=[O:38])C>CCOCC.CCCCCC.O.C(O)C.C(O)(=O)C>[CH:1]([C:4]1([CH3:20])[NH:8][C:7]([C:9]2[C:18]([CH:37]=[O:38])=[CH:17][C:16]3[C:11](=[CH:12][CH:13]=[CH:14][CH:15]=3)[N:10]=2)=[N:6][C:5]1=[O:19])([CH3:3])[CH3:2]. Procedure: To a mixture of 5-isopropyl-5-methyl-2-(2-quinolyl)-2-imidazolin-4-one (3 g, 0.0112 mol) in ether (150 ml) is added tetramethylethylenediamine (3.4 g, 0.00225 mol). n-Butyllithium (17 ml, 0.027 mol) in hexane is added dropwise to the reaction mixture cooled to -63° C. An intense red color is generated and after the addition the mixture is maintained at -10° to -20° C. for 21/2 hours. Dry DMF (5 ml) is added at -10° C. and the mixture is allowed to attain room temperature, while stirring overnigh... Starting materials: C(C1=CC=CC=C1)OC(=O)N1[C@@H](C[C@H](C1)OS(=O)(=O)C)COCC=O ((2S,4R)-1-benzyloxycarbonyl-2-(2-oxoethyl)oxymethyl-4-methanesulfonyloxypyrrolidine), C1(=CC=CC=C1)P(=CC(=O)OCC)(C1=CC=CC=C1)C1=CC=CC=C1 (ethyl 2-triphenylphosphoranylideneacetate), C1(=CC=CC=C1)C (toluene). Yields the product C(C1=CC=CC=C1)OC(=O)N1[C@@H](C[C@H](C1)OS(=O)(=O)C)COCC=CC(=O)OCC ((2S,4R)-1-benzyloxycarbonyl-2-[{3-(ethoxycarbonyl)-2-propenyl}oxymethyl]-4-methanesulfonyloxypyrrolidine). Reaction SMILES: [CH2:1]([O:8][C:9]([N:11]1[CH2:15][C@H:14]([O:16][S:17]([CH3:20])(=[O:19])=[O:18])[CH2:13][C@H:12]1[CH2:21][O:22]CC=O)=[O:10])[C:2]1[CH:7]=[CH:6][CH:5]=[CH:4][CH:3]=1.C1(P(C2C=CC=CC=2)(C2C=CC=CC=2)=[CH:33][C:34]([O:36][CH2:37][CH3:38])=[O:35])C=CC=CC=1.[C:51]1(C)C=CC=C[CH:52]=1>>[CH2:1]([O:8][C:9]([N:11]1[CH2:15][C@H:14]([O:16][S:17]([CH3:20])(=[O:18])=[O:19])[CH2:13][C@H:12]1[CH2:21][O:22][CH2:51][CH:52]=[CH:33][C:34]([O:36][CH2:37][CH3:38])=[O:35])=[O:10])[C:2]1[CH:3]=[CH:4][CH:5]=[CH:6][CH:7]=1. Reported procedure: A solution of (2S,4R)-1-benzyloxycarbonyl-2-(2-oxoethyl)oxymethyl-4-methanesulfonyloxypyrrolidine (15.7 g) and ethyl 2-triphenylphosphoranylideneacetate (16.2 g) in toluene (150 ml) was heated under refluxing for 3 hours. The solvent was removed in vacuo to give a residue, which was chromatographed on silica gel (700 ml) eluting with a mixture of hexane and ethyl acetate (2:1-1:1 V/V) to give (2S,4R)-1-benzyloxycarbonyl-2-[{3-(ethoxycarbonyl)-2-propenyl}oxymethyl]-4-methanesulfonyloxypyrrolidine... The reactants are ice water, Cl (Hydrochloric acid), C(C)(C)C1=C(C=CC=C1)OC (o-isopropylanisole), C=O (formaline). The reagents and catalysts are [Cl-].[Zn+2].[Cl-] (zinc chloride). Yields the product C(C)(C)C=1C=C(CCl)C=CC1OC (3-isopropyl-4-methoxybenzyl chloride). Reaction SMILES: [ClH:1].[CH:2]([C:5]1[CH:10]=[CH:9][CH:8]=[CH:7][C:6]=1[O:11][CH3:12])([CH3:4])[CH3:3].[CH2:13]=O>[Cl-].[Zn+2].[Cl-]>[CH:2]([C:5]1[CH:10]=[C:9]([CH:8]=[CH:7][C:6]=1[O:11][CH3:12])[CH2:13][Cl:1])([CH3:4])[CH3:3] |f:3.4.5|. Procedure details: Hydrochloric acid gas is bubbed into a mixture of 55 g of o-isopropylanisole, 35 g of formaline and 9 g of zinc chloride with ice cooling and stirring for hours. The reaction mixture is added to ice water and the mixture is extracted with ether to give 70 g of crude 3-isopropyl-4-methoxybenzyl chloride. Potassium cyanide (26 g) is added to 400 ml of acetonitrile, 100 mg of 18-crown 6 is added thereto, and the benzyl chloride compound obtained above is dropped thereinto with refluxing and stirrin... The reactants are COC=1C=C(C=O)C=CC1OC (3,4-dimethoxybenzaldehyde), C(CC(=O)C)(=O)OC (methyl acetoacetate), C(C)(=O)O (acetic acid), O (water). Reagents/catalysts: N1CCCCC1 (piperidine). The solvent is C1=CC=CC=C1 (benzene). Reaction conditions: time 5 day. Product: COC=1C=C(C=C(C(=O)OC)C(=O)C)C=CC1OC (methyl 2-(3,4-dimethoxy-benzylidene)acetoacetate). Yield: 51.8%. As a reaction SMILES: [CH3:1][O:2][C:3]1[CH:4]=[C:5]([CH:8]=[CH:9][C:10]=1[O:11][CH3:12])[CH:6]=O.[C:13]([O:19][CH3:20])(=[O:18])[CH2:14][C:15]([CH3:17])=[O:16].C(O)(=O)C.O>C1C=CC=CC=1.N1CCCCC1>[CH3:1][O:2][C:3]1[CH:4]=[C:5]([CH:8]=[CH:9][C:10]=1[O:11][CH3:12])[CH:6]=[C:14]([C:15]([CH3:17])=[O:16])[C:13]([O:19][CH3:20])=[O:18]. Procedure: To a solution of 54.8 g (0.33 mol) 3,4-dimethoxybenzaldehyde and 34.8 mg (0.3 mol) methyl acetoacetate in 20 ml benzene, were added dropwise 1.02 g (12 mmol) piperidine and 3.66 g (61 mmol) acetic acid in that order, and water was removed from the mixture by heating in a Dean-Stark apparatus until water was no longer distilled off. The solvents were distilled off from the reaction mixture, and the oil thus left was allowed to stand for five days. The crystals which separated out were collected b... Reactants: CCO, CCOC(=O)c1ccc2c(c1)C(C)(C)CC(c1ccccc1NC(=O)c1cccc(F)c1)N2, [Li+], [Na+], [OH-], [OH-], O, O. Yields the product CC1(C)CC(c2ccccc2NC(=O)c2cccc(F)c2)Nc2ccc(C(=O)O)cc21. Reaction SMILES: [CH3:39][CH2:40][OH:41].[F:1][c:2]1[cH:3][c:4]([C:5](=[O:6])[NH:7][c:8]2[c:9]([CH:14]3[NH:15][c:16]4[cH:17][cH:18][c:19]([C:26](=[O:27])[O:28][CH2:29][CH3:30])[cH:20][c:21]4[C:22]([CH3:24])([CH3:25])[CH2:23]3)[cH:10][cH:11][cH:12][cH:13]2)[cH:31][cH:32][cH:33]1.[Li+:36].[Na+:38].[OH-:35].[OH-:37].[OH2:34].[OH2:42]>>[F:1][c:2]1[cH:3][c:4]([C:5](=[O:6])[NH:7][c:8]2[c:9]([CH:14]3[NH:15][c:16]4[cH:17][cH:18][c:19]([C:26](=[O:27])[OH:28])[cH:20][c:21]4[C:22]([CH3:24])([CH3:25])[CH2:23]3)[cH:10][cH:11][cH:12][cH:13]2)[cH:31][cH:32][cH:33]1.